This data is from the Open Reaction Database (ORD), a public repository of structured organic reaction records. The task is: describe an organic reaction: reactants, conditions, products, and yield Starting materials: C(C)(C)(C)OC(=O)N1CCC(CC1)(C(=O)O)C1=CC=CC=C1 (1-(tert-butoxycarbonyl)-4-phenylpiperidine-4-carboxylic acid), O1CCCC1.B (borane tetrahydrofuran). The solvent is O1CCCC1 (tetrahydrofuran). Reaction conditions: time 3 day. The product is OCC1(CCN(CC1)C(=O)OC(C)(C)C)C1=CC=CC=C1 (tert-Butyl 4-(hydroxymethyl)-4-phenylpiperidine-1-carboxylate). Reaction SMILES: [C:1]([O:5][C:6]([N:8]1[CH2:13][CH2:12][C:11]([C:17]2[CH:22]=[CH:21][CH:20]=[CH:19][CH:18]=2)([C:14](O)=[O:15])[CH2:10][CH2:9]1)=[O:7])([CH3:4])([CH3:3])[CH3:2].O1CCCC1.B>O1CCCC1>[OH:15][CH2:14][C:11]1([C:17]2[CH:18]=[CH:19][CH:20]=[CH:21][CH:22]=2)[CH2:12][CH2:13][N:8]([C:6]([O:5][C:1]([CH3:3])([CH3:4])[CH3:2])=[O:7])[CH2:9][CH2:10]1 |f:1.2|. Procedure details: To a suspension of 1-(tert-butoxycarbonyl)-4-phenylpiperidine-4-carboxylic acid (40 g, 131 mmol) in tetrahydrofuran (131 mL) at room temperature was added borane tetrahydrofuran complex (1 M in tetrahydrofuran, 131 mL, 131 mmol). There was effervescence and the substrate quickly went into solution. The reaction was stirred at room temperature for 3 days. The reaction was cooled to 0° C. and quenched by the cautious addition of 1 M sodium hydroxide. The reaction was diluted with ether, washed wit...